Dataset: the Open Reaction Database (ORD), a public repository of structured organic reaction records. Task: describe an organic reaction: reactants, conditions, products, and yield Starting materials: NC1=NC(=CC(=N1)OC)C (2-amino-4-methoxy-6-methylpyrimidine), C1CN2CCN1CC2 (DABCO), C1(=CCCC1)C1=C(C=CC=C1)S(=O)(=O)N=C=O (2-(1-cyclopentenyl)benzenesulfonyl isocyanate). The solvent is C(Cl)Cl (methylene chloride), C(Cl)Cl (methylene chloride). The product is C1(=CCCC1)C1=C(C=CC=C1)S(=O)(=O)NC(=O)NC1=NC(=CC(=N1)OC)C (2-(1-Cyclopentenyl)-N-[(4-methoxy-6-methylpyrimidin-2-yl)aminocarbonyl]benzenesulfonamide). As a reaction SMILES: [NH2:1][C:2]1[N:7]=[C:6]([O:8][CH3:9])[CH:5]=[C:4]([CH3:10])[N:3]=1.C1N2CCN(CC2)C1.[C:19]1([C:24]2[CH:29]=[CH:28][CH:27]=[CH:26][C:25]=2[S:30]([N:33]=[C:34]=[O:35])(=[O:32])=[O:31])[CH2:23][CH2:22][CH2:21][CH:20]=1>C(Cl)Cl>[C:19]1([C:24]2[CH:29]=[CH:28][CH:27]=[CH:26][C:25]=2[S:30]([NH:33][C:34]([NH:1][C:2]2[N:7]=[C:6]([O:8][CH3:9])[CH:5]=[C:4]([CH3:10])[N:3]=2)=[O:35])(=[O:31])=[O:32])[CH2:23][CH2:22][CH2:21][CH:20]=1. Procedure details: A mixture of 2-amino-4-methoxy-6-methylpyrimidine (0.45 g, 3.2 mmol), methylene chloride and DABCO (ca. 10 mg) was contacted with 2-(1-cyclopentenyl)benzenesulfonyl isocyanate in methylene chloride solution at ambient temperature. After approximately 20 minutes the product crystallized from the reaction mixture and was collected by filtration and rinsed with ether. In this manner, 0.35 g of product was obtained, m.p. 235°-236°. The infrared spectrum exhibited a carbonyl absorption at 1710 cm-1 i... Starting materials: C(CP(CCC(=O)O)CCC(=O)O)C(=O)O (TCEP), C(=O)C1N(C(SC1)(C)C)C(=O)OC(C)(C)C (tert-Butyl 4-formyl-2,2-dimethylthiazolidine-3-carboxylate), C([O-])([O-])=O.[Na+].[Na+] (sodium carbonate), Cl (HCl), OC1=CC2=C(N=C(S2)C#N)C=C1 (6-hydroxy-benzo[d]thiazole-2-carbonitrile), C(C)(C)O (isopropanol). Solvent: O (water), C1CCOC1 (THF). The product is C(C)(C)OC(C1N=C(SC1)C=1SC2=C(N1)C=CC(=C2)O)OC(C)C (2-(4-(Diisopropoxymethyl)-4,5-dihydrothiazol-2-yl)benzo[d]thiazol-6-ol). RXN SMILES: [CH:1]([CH:3]1[CH2:7][S:6][C:5]([CH3:9])(C)[N:4]1C(OC(C)(C)C)=O)=[O:2].Cl.[CH2:18]([C:31](O)=O)[CH2:19]P(CCC(O)=O)CCC(O)=O.C(=O)([O-])[O-].[Na+].[Na+].[OH:40][C:41]1[CH:51]=[CH:50][C:44]2[N:45]=C(C#N)[S:47][C:43]=2[CH:42]=1.[CH:52]([OH:55])([CH3:54])[CH3:53]>O.C1COCC1>[CH:52]([O:55][CH:1]([O:2][CH:18]([CH3:31])[CH3:19])[CH:3]1[CH2:7][S:6][C:5]([C:9]2[S:47][C:43]3[CH:42]=[C:41]([OH:40])[CH:51]=[CH:50][C:44]=3[N:45]=2)=[N:4]1)([CH3:54])[CH3:53] |f:3.4.5|. Reported procedure: tert-Butyl 4-formyl-2,2-dimethylthiazolidine-3-carboxylate (750 mg, 3.06 mmol) was suspended in isopropanol (20 mL) and stirred under nitrogen at room temperature. HCl (2.3 mL, 4.0 M dioxane solution) was added dropwise and the reaction was stirred for 16 h. To the reaction mixture a solution of TCEP (1.49 g, 5.2 mmol) in 5 mL water was added. The pH of the reaction was adjusted to ca. 8 with a solution of saturated sodium carbonate. A solution of 6-hydroxy-benzo[d]thiazole-2-carbonitrile (590 m... Starting materials: Cl.[N+](=O)([O-])C=1C=CC2=C(CNCC(O2)CC)C1 (7-Nitro-2-ethyl-2,3,4,5-tetrahydro-1,4-benzoxazapine hydrochloride). Solvent: CO (methanol), [Pd] (Pd-C). Yields the product Cl.NC=1C=CC2=C(CNCC(O2)CC)C1 (7-Amino-2-ethyl-2,3,4,5-tetrahydro-1,4-benzoxazapine hydrochloride). Reaction SMILES: [ClH:1].[N+:2]([C:5]1[CH:6]=[CH:7][C:8]2[O:14][CH:13]([CH2:15][CH3:16])[CH2:12][NH:11][CH2:10][C:9]=2[CH:17]=1)([O-])=O>CO.[Pd]>[ClH:1].[NH2:2][C:5]1[CH:6]=[CH:7][C:8]2[O:14][CH:13]([CH2:15][CH3:16])[CH2:12][NH:11][CH2:10][C:9]=2[CH:17]=1 |f:0.1,4.5|. Procedure: 7-Nitro-2-ethyl-2,3,4,5-tetrahydro-1,4-benzoxazapine hydrochloride (3.4 g, 13.1 mmol) was dissolved in methanol (100 ml) and hydrogenated at 50 psi in the presence of a catalytic quantity of 10% Pd-C. After 1 h the mixture was filtered through glass and evaporated to an oil which was used immediately in the next reaction. Starting materials: [BH4-], CCOC(=O)C(Cc1cccc([N+](=O)[O-])c1)NC(C)=O, CCO, [Na+]. Product: CC(=O)NC(CO)Cc1cccc([N+](=O)[O-])c1. As a reaction SMILES: [BH4-:21].[C:1]([CH3:2])(=[O:3])[NH:4][CH:5]([C:6](=[O:7])[O:8][CH2:9][CH3:10])[CH2:11][c:12]1[cH:13][c:14]([N+:18](=[O:19])[O-:20])[cH:15][cH:16][cH:17]1.[CH3:23][CH2:24][OH:25].[Na+:22]>>[C:1]([CH3:2])(=[O:3])[NH:4][CH:5]([CH2:6][OH:7])[CH2:11][c:12]1[cH:13][c:14]([N+:18](=[O:19])[O-:20])[cH:15][cH:16][cH:17]1. Reactants: C(CCC)[C@@H]1CC[C@H](CC1)CCC(CO)CO (2-[2'-(trans-4"-butylcyclohexyl)-ethyl]propane-1,3-diol), FC=1C=C(C=O)C=CC1F (3,4-difluorobenzaldehyde). The reagents and catalysts are CC=1C=CC(=CC1)S(=O)(=O)O (TsOH). The solvent is ClCCl (dichloromethane). Yields the product FC=1C=C(C=CC1F)[C@@H]1OC[C@H](CO1)CC[C@@H]1CC[C@H](CC1)CCCC (trans-2-(3',4'-difluorophenyl)-5-[2'-(trans-4"-butylcyclohexyl)-ethyl]-1,3-dioxane). Yield: 80.0%. RXN SMILES: [CH2:1]([C@H:5]1[CH2:10][CH2:9][C@H:8]([CH2:11][CH2:12][CH:13]([CH2:16][OH:17])[CH2:14][OH:15])[CH2:7][CH2:6]1)[CH2:2][CH2:3][CH3:4].[F:18][C:19]1[CH:20]=[C:21]([CH:24]=[CH:25][C:26]=1[F:27])[CH:22]=O>ClCCl.CC1C=CC(S(O)(=O)=O)=CC=1>[F:18][C:19]1[CH:20]=[C:21]([C@H:22]2[O:15][CH2:14][C@H:13]([CH2:12][CH2:11][C@H:8]3[CH2:7][CH2:6][C@H:5]([CH2:1][CH2:2][CH2:3][CH3:4])[CH2:10][CH2:9]3)[CH2:16][O:17]2)[CH:24]=[CH:25][C:26]=1[F:27]. Procedure: A solution of 2.4 g (0.01 mol) of 2-[2'-(trans-4"-butylcyclohexyl)-ethyl]propane-1,3-diol, 2.8 g (0.01 mol) of 3,4-difluorobenzaldehyde (manufactured by Aldrich) and 0.1 g of TsOH in 50 cm3 of dichloromethane was refluxed for 3 hours over a hot water bath with a Dean-Stark trap. The reaction solution was washed with water and the dichloromethane was distilled off. The residue was recrystallized from a solvent mixture of acetone and methanol to yield 3.0 g (0.008 mol) of trans-2-(3',4'-difluoroph... Reactants: [O-]P(=O)([O-])[O-].[K+].[K+].[K+] (K3PO4), COC=1C=CC=C(C1C=2C=CC=CC2P(C3CCCCC3)C4CCCCC4)OC (S-Phos), BrC1=CC=C(C=N1)O (6-bromopyridin-3-ol), B1(C2CCCC1CCC2)CC3=CC=CC=C3 (β-benzyl-9-BBN). The reagents and catalysts are C(C)(=O)[O-].[Pd+2].C(C)(=O)[O-] (palladium acetate). Solvent: C1CCOC1 (THF), CCOC(=O)C (EtOAc). Reaction conditions: temperature 80 celsius. The product is C(C1=CC=CC=C1)C1=CC=C(C=N1)O (6-benzylpyridin-3-ol). RXN SMILES: [O-]P([O-])([O-])=O.[K+].[K+].[K+].CO[C:11]1[CH:12]=[CH:13][CH:14]=[C:15](OC)[C:16]=1[C:17]1C=CC=CC=1P(C1CCCCC1)C1CCCCC1.Br[C:39]1[N:44]=[CH:43][C:42]([OH:45])=[CH:41][CH:40]=1.B1(CC2C=CC=CC=2)C2CCCC1CCC2>C1COCC1.CCOC(C)=O.C([O-])(=O)C.[Pd+2].C([O-])(=O)C>[CH2:17]([C:39]1[N:44]=[CH:43][C:42]([OH:45])=[CH:41][CH:40]=1)[C:16]1[CH:15]=[CH:14][CH:13]=[CH:12][CH:11]=1 |f:0.1.2.3,9.10.11|. Reported procedure: In a sealed tube, a mixture of K3PO4 (16 g, 78 mmol), S-Phos (0.64 g, 1.6 mmol), and palladium acetate (0.29 g, 1.3 mmol) in THF (70 mL) was treated with 6-bromopyridin-3-ol (4.50 g, 26 mmol) and β-benzyl-9-BBN (0.5M solution in THF, 103 mL, 52 mmol). The mixture was heated to 80° C. for 18 h and diluted with EtOAc. The organic phase was washed with 2M aqueous NaOH, brine, dried over MgSO4, and concentrated. Purification by flash chromatography using EtOAc/hexanes gave 6-benzylpyridin-3-ol. 1H N... Starting materials: aqueous solution, [OH-].[Na+] (sodium hydroxide), BrCCCCl (1-bromo-3-chloropropane), aqueous solution, [OH-].[Na+] (sodium hydroxide), Cl.N1=C(C=NC=C1)CSC(N)=N (2-(pyrazinylmethyl)-isothiourea monohydrochloride). Solvent: O (water). Conditions: temperature 70 celsius, time 15 hour. The product is ClCCCSCC1=NC=CN=C1 (Pyrazinylmethyl 3-chloropropyl sulphide). Yield: 76.8%. RXN SMILES: [OH-].[Na+].Cl.[N:4]1[CH:9]=[CH:8][N:7]=[CH:6][C:5]=1[CH2:10][S:11][C:12](=N)N.BrC[CH2:17][CH2:18][Cl:19]>O>[Cl:19][CH2:18][CH2:17][CH2:12][S:11][CH2:10][C:5]1[CH:6]=[N:7][CH:8]=[CH:9][N:4]=1 |f:0.1,2.3|. Procedure: A 10 N aqueous solution of sodium hydroxide (39 cc) is added dropwise, in the course of 15 minutes and at a temperature of about 10° C., to a solution of 2-(pyrazinylmethyl)-isothiourea monohydrochloride (77.6 g) in distilled water (250 cc). After heating for 30 minutes at 70° C. and then cooling to 15° C., a 10 N aqueous solution of sodium hydroxide (47 cc) and then 1-bromo-3-chloropropane (66.5 g) are added and stirring is continued for 15 hours at a temperature of about 20° C. The reaction mi...